From a dataset of the Open Reaction Database (ORD), a public repository of structured organic reaction records. describe an organic reaction: reactants, conditions, products, and yield Starting materials: CNc1nccc(-c2cc(N3CCN(C(=O)OC(C)(C)C)CC3)c3cc(OC)ccc3c2)n1, ClCCl, Cl, C1COCCO1. Yields the product CNc1nccc(-c2cc(N3CCNCC3)c3cc(OC)ccc3c2)n1, Cl. Reaction SMILES: [CH3:1][O:2][c:3]1[cH:4][cH:5][c:6]2[cH:7][c:8](-[c:26]3[n:27][c:28]([NH:32][CH3:33])[n:29][cH:30][cH:31]3)[cH:9][c:10]([N:13]3[CH2:14][CH2:15][N:16]([C:19]([O:20][C:21]([CH3:22])([CH3:23])[CH3:24])=[O:25])[CH2:17][CH2:18]3)[c:11]2[cH:12]1.[Cl:35][CH2:36][Cl:37].[ClH:34].[O:38]1[CH2:39][CH2:40][O:41][CH2:42][CH2:43]1>>[CH3:1][O:2][c:3]1[cH:4][cH:5][c:6]2[cH:7][c:8](-[c:26]3[n:27][c:28]([NH:32][CH3:33])[n:29][cH:30][cH:31]3)[cH:9][c:10]([N:13]3[CH2:14][CH2:15][NH:16][CH2:17][CH2:18]3)[c:11]2[cH:12]1.[ClH:34]. The reactants are O=C1CCC(=O)N1Br, CNc1ccccc1[N+](=O)[O-], CC(=O)O, O. The product is CNc1ccc(Br)cc1[N+](=O)[O-]. Reaction SMILES: [Br:12][N:13]1[C:14](=[O:15])[CH2:16][CH2:17][C:18]1=[O:19].[CH3:1][NH:2][c:3]1[c:4]([N+:9](=[O:10])[O-:11])[cH:5][cH:6][cH:7][cH:8]1.[CH3:20][C:21](=[O:22])[OH:23].[OH2:24]>>[CH3:1][NH:2][c:3]1[c:4]([N+:9](=[O:10])[O-:11])[cH:5][c:6]([Br:12])[cH:7][cH:8]1. The reactants are BrC=1C=C2C(=CNC2=C(C1)C(=O)N)C1CCS(CC1)(=O)=O (5-bromo-3-(1,1-dioxidotetrahydro-2H-thiopyran-4-yl)-1H-indole-7-carboxamide), CC1(OB(OC1(C)C)C=1C=C(SC1)C=O)C (4-(4,4,5,5-tetramethyl-1,3,2-dioxaborolan-2-yl)-2-thiophenecarbaldehyde), C(=O)([O-])[O-].[K+].[K+] (K2CO3). Reagents/catalysts: C1=CC=C(C=C1)P(C2=CC=CC=C2)C3=CC=CC=C3.C1=CC=C(C=C1)P(C2=CC=CC=C2)C3=CC=CC=C3.C1=CC=C(C=C1)P(C2=CC=CC=C2)C3=CC=CC=C3.C1=CC=C(C=C1)P(C2=CC=CC=C2)C3=CC=CC=C3.[Pd] (Pd(PPH3)4). Solvent: O1CCOCC1 (dioxane), O (water). Reaction conditions: temperature 150 celsius. The product is O=S1(CCC(CC1)C1=CNC2=C(C=C(C=C12)C1=CSC(=C1)CN(CCOC)C)C(=O)N)=O (3-(1,1-Dioxidotetrahydro-2H-thiopyran-4-yl)-5-[5-({methyl[2-(methyloxy)ethyl]amino}methyl)-3-thienyl]-1H-indole-7-carboxamide). Isolated yield 14.0%. As a reaction SMILES: Br[C:2]1[CH:3]=[C:4]2[C:8](=[C:9]([C:11]([NH2:13])=[O:12])[CH:10]=1)[NH:7][CH:6]=[C:5]2[CH:14]1[CH2:19][CH2:18][S:17](=[O:21])(=[O:20])[CH2:16][CH2:15]1.CC1(C)C(C)(C)OB([C:30]2[CH:31]=[C:32]([CH:35]=O)[S:33][CH:34]=2)O1.[C:38]([O-:41])([O-])=O.[K+].[K+]>O1CCOCC1.O.C1C=CC(P(C2C=CC=CC=2)C2C=CC=CC=2)=CC=1.C1C=CC(P(C2C=CC=CC=2)C2C=CC=CC=2)=CC=1.C1C=CC(P(C2C=CC=CC=2)C2C=CC=CC=2)=CC=1.C1C=CC(P(C2C=CC=CC=2)C2C=CC=CC=2)=CC=1.[Pd]>[O:20]=[S:17]1(=[O:21])[CH2:18][CH2:19][CH:14]([C:5]2[C:4]3[C:8](=[C:9]([C:11]([NH2:13])=[O:12])[CH:10]=[C:2]([C:30]4[CH:31]=[C:32]([CH2:35][N:7]([CH3:8])[CH2:6][CH2:5][O:41][CH3:38])[S:33][CH:34]=4)[CH:3]=3)[NH:7][CH:6]=2)[CH2:15][CH2:16]1 |f:2.3.4,7.8.9.10.11|. Procedure details: To 5-bromo-3-(1,1-dioxidotetrahydro-2H-thiopyran-4-yl)-1H-indole-7-carboxamide (100 mg, 0.27 mmol) in dioxane and water (3 mL/1 mL) were added 4-(4,4,5,5-tetramethyl-1,3,2-dioxaborolan-2-yl)-2-thiophenecarbaldehyde (116 mg), Pd(PPH3)4 (30 mg) and K2CO3 (112 mg). The reaction mixture was heated to 150° C. for 900 seconds in microwave. The organic phase was separated, concentrated, and redissolved in DMSO (3 mL). The resulting solution was split to two. NaBH3CN (30 mg), ZnCl2 (30 mg) and N-methyl-... The reactants are C(C)(=O)NC=1C=C(C=CC1)N1N=NN=C1S (1-(3-Acetamidophenyl)-5-mercaptotetrazole), Cl (hydrochloric acid). The solvent is C(C)O (ethanol). Yields the product Cl.NC=1C=C(C=CC1)N1N=NN=C1S (1-(3-aminophenyl)-5-mercaptotetrazole hydrochloride). As a reaction SMILES: C([NH:4][C:5]1[CH:6]=[C:7]([N:11]2[C:15]([SH:16])=[N:14][N:13]=[N:12]2)[CH:8]=[CH:9][CH:10]=1)(=O)C.[ClH:17]>C(O)C>[ClH:17].[NH2:4][C:5]1[CH:6]=[C:7]([N:11]2[C:15]([SH:16])=[N:14][N:13]=[N:12]2)[CH:8]=[CH:9][CH:10]=1 |f:3.4|. Reported procedure: 1-(3-Acetamidophenyl)-5-mercaptotetrazole (0.51 mol) (120 g) was dispersed in 450 ml of ethanol. While stirring the dispersion at room temperature, 300 ml of concentrated hydrochloric acid was added. They were further reacted at room temperature for 3 hours. At the end of the time, the reaction mixture was cooled with ice. Crystals thus precipitated were collected and washed with acetone to obtain 110 g of 1-(3-aminophenyl)-5-mercaptotetrazole hydrochloride. This amine hydrochloride was disperse... Starting materials: C(C)(=O)C1=CC=C(C=C1)C1=C(C=C(C=C1)F)F (4-acetyl-2',4'-difluorobiphenyl), BrCC(=O)C1=C(C=CC=C1)C1=C(C=C(C=C1)F)F (bromacetyl-2',4'-difluorobiphenyl), [C-]#N.[K+] (KCN). Product: C(#N)CC(=O)C1=CC=C(C=C1)C1=C(C=C(C=C1)F)F (4-cyanoacetyl-2',4'-difluorobiphenyl). As a reaction SMILES: [C:1]([C:4]1[CH:9]=[CH:8][C:7]([C:10]2[CH:15]=[CH:14][C:13]([F:16])=[CH:12][C:11]=2[F:17])=[CH:6][CH:5]=1)(=[O:3])[CH3:2].BrCC(C1C=CC=CC=1C1C=CC(F)=CC=1F)=O.[C-:36]#[N:37].[K+]>>[C:36]([CH2:2][C:1]([C:4]1[CH:9]=[CH:8][C:7]([C:10]2[CH:15]=[CH:14][C:13]([F:16])=[CH:12][C:11]=2[F:17])=[CH:6][CH:5]=1)=[O:3])#[N:37] |f:2.3|. Procedure details: Grignard reagent obtained from 14.2 g. of methyl iodide and 2.4 g. of magnesium in 100 ml. of THF is added dropwise to a solution of 30.4 g. of 3-(2',4'-difluoro-4-biphenylyl)-3-oxopropionic acid ethyl ester, obtained by brominating 4-acetyl-2',4'-difluorobiphenyl to 4 bromacetyl-2',4'-difluorobiphenyl, reacting this with KCN to give 4-cyanoacetyl-2',4'-difluorobiphenyl, hydrolyzing the latter and esterifying the reaction product, in 200 ml. of THF. When the addition is complete, the mixture is ... Reactants: BrC=1C=CC(=C(C(=O)OC)C1)Cl (Methyl 5-bromo-2-chlorobenzoate), CN(C)C=O (DMF). Reagents/catalysts: C1(=CC=CC=C1)P([C-]1C=CC=C1)C1=CC=CC=C1.[C-]1(C=CC=C1)P(C1=CC=CC=C1)C1=CC=CC=C1.[Fe+2] (1,1′-bis(diphenylphosphino)ferrocene), C=1C=CC(=CC1)/C=C/C(=O)/C=C/C2=CC=CC=C2.C=1C=CC(=CC1)/C=C/C(=O)/C=C/C2=CC=CC=C2.C=1C=CC(=CC1)/C=C/C(=O)/C=C/C2=CC=CC=C2.[Pd].[Pd] (tris(dibenzylideneacetone)dipalladium(0)), C(C)(=O)[O-].[Zn+2].C(C)(=O)[O-] (zinc acetate), [C-]#N.[Zn+2].[C-]#N (zinc cyanide), [Zn] (zinc). Conditions: temperature 90 celsius. The product is ClC1=C(C(=O)OC)C=C(C=C1)C#N (Methyl 2-chloro-5-cyanobenzoate). The yield is 98.0%. As a reaction SMILES: Br[C:2]1[CH:3]=[CH:4][C:5]([Cl:12])=[C:6]([CH:11]=1)[C:7]([O:9][CH3:10])=[O:8].[CH3:13][N:14](C=O)C>[C-]#N.[Zn+2].[C-]#N.C1C=CC(/C=C/C(/C=C/C2C=CC=CC=2)=O)=CC=1.C1C=CC(/C=C/C(/C=C/C2C=CC=CC=2)=O)=CC=1.C1C=CC(/C=C/C(/C=C/C2C=CC=CC=2)=O)=CC=1.[Pd].[Pd].C1(P(C2C=CC=CC=2)[C-]2C=CC=C2)C=CC=CC=1.[C-]1(P(C2C=CC=CC=2)C2C=CC=CC=2)C=CC=C1.[Fe+2].[Zn].C([O-])(=O)C.[Zn+2].C([O-])(=O)C>[Cl:12][C:5]1[CH:4]=[CH:3][C:2]([C:13]#[N:14])=[CH:11][C:6]=1[C:7]([O:9][CH3:10])=[O:8] |f:2.3.4,5.6.7.8.9,10.11.12,14.15.16|. Procedure: Methyl 5-bromo-2-chlorobenzoate (2 g; 8.02 mmol; 1 eq.), zinc cyanide (564.79 mg; 4.81 mmol; 0.60 eq.), tris(dibenzylideneacetone)dipalladium(0) (58.73 mg; 0.06 mmol; 0.01 eq.), 1,1′-bis(diphenylphosphino)ferrocene (71.11 mg; 0.13 mmol; 0.02 eq.), zinc (20.97 mg; 0.32 mmol; 0.04 eq.) and zinc acetate (58.83 mg; 0.32 mmol; 0.04 eq.) were put in dry DMF (20 mL). The reaction mixture was purged with N2 and then heated to 90° C. for 3 hours. The reaction mixture was cooled to RT, filtered over a pad... Reactants: C(C)(C)(C)OC(=O)NCCCN(CCCC1=CC=CC=C1)S(=O)(=O)C1=C2C(=CN=CC2=CC=C1)C (N-(tert-butoxycarbonyl)-N′-[(4-methyl-5-isoquinolyl)sulfonyl]-N′-(3-phenylpropyl)-1,3-propylenediamine), Cl.CO (hydrogen chloride methanol). Product: Cl.CC1=CN=CC2=CC=CC(=C12)S(=O)(=O)N(CCCN)CCCC1=CC=CC=C1 (N-[(4-methyl-5-isoquinolyl)sulfonyl]-N-(3-phenylpropyl)-1,3-propylenediamine hydrochloride). Reaction SMILES: C(OC([NH:8][CH2:9][CH2:10][CH2:11][N:12]([S:22]([C:25]1[CH:34]=[CH:33][CH:32]=[C:31]2[C:26]=1[C:27]([CH3:35])=[CH:28][N:29]=[CH:30]2)(=[O:24])=[O:23])[CH2:13][CH2:14][CH2:15][C:16]1[CH:21]=[CH:20][CH:19]=[CH:18][CH:17]=1)=O)(C)(C)C.[ClH:36].CO>>[ClH:36].[CH3:35][C:27]1[C:26]2[C:31](=[CH:32][CH:33]=[CH:34][C:25]=2[S:22]([N:12]([CH2:13][CH2:14][CH2:15][C:16]2[CH:17]=[CH:18][CH:19]=[CH:20][CH:21]=2)[CH2:11][CH2:10][CH2:9][NH2:8])(=[O:23])=[O:24])[CH:30]=[N:29][CH:28]=1 |f:1.2,3.4|. Procedure details: According to the method of Example 1, Step C, deprotection was performed (5° C., 2 hours) by using Intermediate 8 (87 mg) and 10% hydrogen chloride/methanol solution (5 ml). The reaction mixture was cooled to room temperature, and the solvent was evaporated under reduced pressure. The residue was added with methanol (1 ml) and diethyl ether (3 ml). The deposited precipitates were collected by filtration and washed with diethyl ether to obtain the title compound (70 mg) as white powdery solid.